This data is from the Open Reaction Database (ORD), a public repository of structured organic reaction records. The task is: describe an organic reaction: reactants, conditions, products, and yield The reactants are C([O-])(O)=O.[Na+] (sodium bicarbonate), Cl.C(C)(=O)OC=1C(=NC=C(C1)CO)C (3-acetoxy-5-hydroxymethyl-2-methylpyridine hydrochloride), Cl (HCl), Cl.C(C1=CC=NC=C1)(=O)Cl (isonicotinoyl chloride hydrochloride), ice water. Solvent: N1=CC=CC=C1 (pyridine), CN(C=O)C (dimethylformamide). Run at time 16 hour. Yields the product OC=1C(=NC=C(C1)COC(C1=CC=NC=C1)=O)C (3 -Hydroxy-5-isonicotinoyloxymethyl-2-methylpyridine). RXN SMILES: Cl.C([O:5][C:6]1[C:7]([CH3:14])=[N:8][CH:9]=[C:10]([CH2:12][OH:13])[CH:11]=1)(=O)C.Cl.[C:16](Cl)(=[O:23])[C:17]1[CH:22]=[CH:21][N:20]=[CH:19][CH:18]=1.Cl.C(=O)(O)[O-].[Na+]>CN(C)C=O.N1C=CC=CC=1>[OH:5][C:6]1[C:7]([CH3:14])=[N:8][CH:9]=[C:10]([CH2:12][O:13][C:16](=[O:23])[C:17]2[CH:22]=[CH:21][N:20]=[CH:19][CH:18]=2)[CH:11]=1 |f:0.1,2.3,5.6|. Procedure details: To a solution of 2.4 g. of 3-acetoxy-5-hydroxymethyl-2-methylpyridine hydrochloride in 20 ml. of pyridine was added a solution of 2.0 g. of isonicotinoyl chloride hydrochloride in 15 ml. of dimethylformamide under cooling and the resulting mixture was stirred at room temperature for 16 hours. Then, the reaction mixture was poured into ice-water and the mixture was extracted with chloroform. The extract was washed with water, dried over anhydrous sodium sulfate and the solvent was distilled off t... Reactants: ClC=1N=CC2=C(C=CC=C2C1)C(=O)O (3-chloroisoquinoline-8-carboxylic acid), CO (MeOH), S(=O)(Cl)Cl (thionyl chloride). Reaction conditions: temperature 65 celsius, time 8 hour. Product: ClC=1N=CC2=C(C=CC=C2C1)C(=O)OC (Methyl 3-chloroisoquinoline-8-carboxylate). Reaction SMILES: [Cl:1][C:2]1[N:3]=[CH:4][C:5]2[C:10]([CH:11]=1)=[CH:9][CH:8]=[CH:7][C:6]=2[C:12]([OH:14])=[O:13].S(Cl)(Cl)=O.[CH3:19]O>>[Cl:1][C:2]1[N:3]=[CH:4][C:5]2[C:10]([CH:11]=1)=[CH:9][CH:8]=[CH:7][C:6]=2[C:12]([O:14][CH3:19])=[O:13]. Procedure details: A 20 mL microwave vial was charged with 3-chloroisoquinoline-8-carboxylic acid (1 g, 4.82 mmol) in 5 mL of MeOH and then was added with thionyl chloride (0.703 mL, 9.63 mmol). Stirred at 65° C. overnight and then concentrated in vacuo. Purified by silica gel chromatography (0-50% EtOAc in hexane) yielded Methyl 3-chloroisoquinoline-8-carboxylate (27-1). Reactants: BrC1=C(C=C(C=C1)I)OC (1-bromo-4-iodo-2-methoxybenzene), NC1=NNC=C1 (3-aminopyrazole), C(C=1C(O)=CC=CC1)=NO (salicylaldoxime), Cu2O, C(=O)([O-])[O-].[Cs+].[Cs+] (Cs2CO3). Solvent: CN(C)C=O (DMF). Conditions: temperature 95 celsius. Product: BrC1=C(C=C(C=C1)N1N=C(C=C1)N)OC (1-(4-bromo-3-methoxyphenyl)-1H-pyrazol-3-amine). Yield: 37.3%. Reaction SMILES: [Br:1][C:2]1[CH:7]=[CH:6][C:5](I)=[CH:4][C:3]=1[O:9][CH3:10].[NH2:11][C:12]1[CH:16]=[CH:15][NH:14][N:13]=1.C(=NO)C1C(=CC=CC=1)O.C([O-])([O-])=O.[Cs+].[Cs+]>CN(C=O)C>[Br:1][C:2]1[CH:7]=[CH:6][C:5]([N:14]2[CH:15]=[CH:16][C:12]([NH2:11])=[N:13]2)=[CH:4][C:3]=1[O:9][CH3:10] |f:3.4.5|. Procedure: A mixture of 1-bromo-4-iodo-2-methoxybenzene (2.5 g, 7.99 mmol), 3-aminopyrazole (0.797 g, 9.59 mmol), salicylaldoxime (0.219 g, 1.598 mmol), Cu2O (91 mg, 0.479 mmol), and Cs2CO3 (3.9 g, 11.98 mmol) in DMF (8 mL) was degassed with N2 and heated at 95° C. overnight. After cooling to RT, the mixture was filtered through celite and rinsed with EtOAc. The filtrate was washed with water and brine. The organic solution was dried over Na2SO4, filtered and concentrated in vacuo. The residue was purified... Reported procedure: To 6-methyl-N5-(3-(pyrimidin-4-yl)pyridin-2-yl)isoquinoline-1,5-diamine (0.040 g, 0.12 mmol), charged to a 5 mL microwave reaction vessel, 2-bromo-1-methyl-4-(trifluoromethyl)benzene (0.044 g, 0.18 mmol), 4,5-bis(diphenylphosphino)-9,9-dimethyl-9H-xanthene (0.016 g, 0.027 mmol), cesium carbonate (0.056 g, 0.17 mmol), and tris(dibenzylideneacetone)dipalladium (o) (0.011 g, 0.012 mmol) were added. The reagents were then suspended in dioxane (2.0 mL). The reaction mixture was stirred at 140° C. for... Conditions: temperature 140 celsius, time 1 hour. Yields the product CC1=C(C=2C=CN=C(C2C=C1)NC1=C(C=CC(=C1)C(F)(F)F)C)NC1=NC=CC=C1C1=NC=NC=C1 (6-methyl-N1-(2-methyl-5-(trifluoromethyl)phenyl)-N5-(3-(pyrimidin-4-yl)pyridin-2-yl)isoquinoline-1,5-diamine). As a reaction SMILES: [CH3:1][C:2]1[CH:11]=[CH:10][C:9]2[C:8]([NH2:12])=[N:7][CH:6]=[CH:5][C:4]=2[C:3]=1[NH:13][C:14]1[C:19]([C:20]2[CH:25]=[CH:24][N:23]=[CH:22][N:21]=2)=[CH:18][CH:17]=[CH:16][N:15]=1.Br[C:27]1[CH:32]=[C:31]([C:33]([F:36])([F:35])[F:34])[CH:30]=[CH:29][C:28]=1[CH3:37].C1(P(C2C=CC=CC=2)C2C3OC4C(=CC=CC=4P(C4C=CC=CC=4)C4C=CC=CC=4)C(C)(C)C=3C=CC=2)C=CC=CC=1.C(=O)([O-])[O-].[Cs+].[Cs+].C(=O)([O-])[O-].[Na+].[Na+]>O1CCOCC1.CCOC(C)=O.C1C=CC(/C=C/C(/C=C/C2C=CC=CC=2)=O)=CC=1.C1C=CC(/C=C/C(/C=C/C2C=CC=CC=2)=O)=CC=1.C1C=CC(/C=C/C(/C=C/C2C=CC=CC=2)=O)=CC=1.[Pd].[Pd]>[CH3:1][C:2]1[CH:11]=[CH:10][C:9]2[C:8]([NH:12][C:29]3[CH:30]=[C:31]([C:33]([F:34])([F:36])[F:35])[CH:32]=[CH:27][C:28]=3[CH3:37])=[N:7][CH:6]=[CH:5][C:4]=2[C:3]=1[NH:13][C:14]1[C:19]([C:20]2[CH:25]=[CH:24][N:23]=[CH:22][N:21]=2)=[CH:18][CH:17]=[CH:16][N:15]=1 |f:3.4.5,6.7.8,11.12.13.14.15|. Solvent: CCOC(=O)C (EtOAc), O1CCOCC1 (dioxane). Reactants: CC1=C(C=2C=CN=C(C2C=C1)N)NC1=NC=CC=C1C1=NC=NC=C1 (6-methyl-N5-(3-(pyrimidin-4-yl)pyridin-2-yl)isoquinoline-1,5-diamine), C([O-])([O-])=O.[Na+].[Na+] (sodium carbonate), BrC1=C(C=CC(=C1)C(F)(F)F)C (2-bromo-1-methyl-4-(trifluoromethyl)benzene), C1(=CC=CC=C1)P(C1=CC=CC=2C(C3=CC=CC(=C3OC12)P(C1=CC=CC=C1)C1=CC=CC=C1)(C)C)C1=CC=CC=C1 (4,5-bis(diphenylphosphino)-9,9-dimethyl-9H-xanthene), C([O-])([O-])=O.[Cs+].[Cs+] (cesium carbonate). Reagents/catalysts: C=1C=CC(=CC1)/C=C/C(=O)/C=C/C2=CC=CC=C2.C=1C=CC(=CC1)/C=C/C(=O)/C=C/C2=CC=CC=C2.C=1C=CC(=CC1)/C=C/C(=O)/C=C/C2=CC=CC=C2.[Pd].[Pd] (tris(dibenzylideneacetone)dipalladium). Reactants: ice water, FC1=C(C#N)C(=CC=C1)C(F)(F)F (2-fluoro-6-trifluoromethyl-benzonitrile), OS(=O)(=O)O (H2SO4), N (ammonia), crude product, [OH-].[Na+] (NaOH). Run in CO (methanol). Reaction conditions: temperature 100 celsius. Yields the product NC1=C(C(=O)N)C(=CC=C1)C(F)(F)F (2-amino-6-trifluoromethyl-benzamide). As a reaction SMILES: F[C:2]1[CH:9]=[CH:8][CH:7]=[C:6]([C:10]([F:13])([F:12])[F:11])[C:3]=1[C:4]#[N:5].[NH3:14].OS(O)(=O)=O.[OH-:20].[Na+]>CO>[NH2:14][C:2]1[CH:9]=[CH:8][CH:7]=[C:6]([C:10]([F:13])([F:12])[F:11])[C:3]=1[C:4]([NH2:5])=[O:20] |f:3.4|. Procedure details: 100 mg (0.5 mmol) 2-fluoro-6-trifluoromethyl-benzonitrile are combined with 1 ml of a 7 M ammonia solution in methanol and heated in the microwave for 20 min. at 100° C. Then the solvent is eliminated in vacuo, the crude product is combined with 1 ml of conc. H2SO4 and heated for 2.5 h at 80° C. Then the reaction mixture is stirred into ice water, neutralised with 1 M NaOH and extracted twice with 150 ml dichloromethane and three times with 160 ml of ethyl acetate. The organic phase is dried wit... Starting materials: NC1=CC=C(C=C1)N1N=C(C=C1C(F)(F)F)C(F)(F)F (1-(4′-aminophenyl)-3,5-bis(trifluoromethyl)pyrazole), ClC1=NOC2=C1C=CC=C2 (3-chlorobenzisoxazole), C[Si](C)(C)[N-][Si](C)(C)C.[Na+] (sodium bis-trimethylsilyl amide). Run in O (water), O1CCCC1 (tetrahydrofuran). Reaction conditions: time 7 day. Yields the product O1N=C(C2=C1C=CC=C2)NC2=CC=C(C=C2)N2N=C(C=C2C(F)(F)F)C(F)(F)F (Benzo[d]isoxazol-3-yl-{4-[3,5-bis(trifluoromethyl)pyrazol-1-yl]phenyl}amine). Isolated yield 18.7%. As a reaction SMILES: [NH2:1][C:2]1[CH:7]=[CH:6][C:5]([N:8]2[C:12]([C:13]([F:16])([F:15])[F:14])=[CH:11][C:10]([C:17]([F:20])([F:19])[F:18])=[N:9]2)=[CH:4][CH:3]=1.Cl[C:22]1[C:26]2[CH:27]=[CH:28][CH:29]=[CH:30][C:25]=2[O:24][N:23]=1.C[Si]([N-][Si](C)(C)C)(C)C.[Na+]>O1CCCC1.O>[O:24]1[C:25]2[CH:30]=[CH:29][CH:28]=[CH:27][C:26]=2[C:22]([NH:1][C:2]2[CH:3]=[CH:4][C:5]([N:8]3[C:12]([C:13]([F:14])([F:15])[F:16])=[CH:11][C:10]([C:17]([F:20])([F:19])[F:18])=[N:9]3)=[CH:6][CH:7]=2)=[N:23]1 |f:2.3|. Reported procedure: To a stirred solution of 1-(4′-aminophenyl)-3,5-bis(trifluoromethyl)pyrazole (0.20 g, 0.68 mmol) and 3-chlorobenzisoxazole (0.10 g, 0.65 mmol) in tetrahydrofuran (2.5 mL) under argon was added sodium bis-trimethylsilyl amide (1.0 M in tetrahydrofuran, 0.68 mL, 0.68 mmol). After seven days, the mixture was diluted with water, and extracted with ethyl acetate. The organic layer was washed with brine, dried (magnesium sulfate) and concentrated. The residue was purified by flash chromatography (elut... Reactants: ClC=1C(N(N=CC1N1CCNCC1)C1=CC=C(C=C1)Cl)=O (4-Chloro-2-(4-chlorophenyl)-5-(1-piperazinyl)-3(2H)-pyridazinone), C1(CC1)C(=O)Cl (cyclopropylcarbonyl chloride). Product: ClC=1C(N(N=CC1N1CCN(CC1)C(=O)C1CC1)C1=CC=C(C=C1)Cl)=O (4-Chloro-2-(4-chlorophenyl)-5-[4-(cyclopropylcarbonyl)-1-piperazinyl]-3(2H)-pyridazinone). Reaction SMILES: [Cl:1][C:2]1[C:3](=[O:21])[N:4]([C:14]2[CH:19]=[CH:18][C:17]([Cl:20])=[CH:16][CH:15]=2)[N:5]=[CH:6][C:7]=1[N:8]1[CH2:13][CH2:12][NH:11][CH2:10][CH2:9]1.[CH:22]1([C:25](Cl)=[O:26])[CH2:24][CH2:23]1>>[Cl:1][C:2]1[C:3](=[O:21])[N:4]([C:14]2[CH:15]=[CH:16][C:17]([Cl:20])=[CH:18][CH:19]=2)[N:5]=[CH:6][C:7]=1[N:8]1[CH2:9][CH2:10][N:11]([C:25]([CH:22]2[CH2:24][CH2:23]2)=[O:26])[CH2:12][CH2:13]1. Reported procedure: Obtainable by general method 2 from 9.76 g (30.0 mmol) of the compound from Example 2A with 3.3 ml (36 mmol) of cyclopropylcarbonyl chloride.